From a dataset of the Open Reaction Database (ORD), a public repository of structured organic reaction records. describe an organic reaction: reactants, conditions, products, and yield Starting materials: C(C)(C)C1=CC=C(C=C1)C=1C=CC2=C(C=C(CCS2(=O)=O)C(=O)OC)C1 (methyl 7-(4-isopropylphenyl)-1,1-dioxo-2,3-dihydro-1-benzothiepine-4-carboxylate), Cl (hydrochloric acid). The solvent is COCCOC (1,2-dimethoxyethane). Yields the product C(C)(C)C1=CC=C(C=C1)C=1C=CC2=C(C=C(CCS2(=O)=O)C(=O)O)C1 (7-(4-isopropylphenyl)-1,1-dioxo-2,3-dihydro-1-benzothiepine-4-carboxylic acid). Isolated yield 96.2%. As a reaction SMILES: [CH:1]([C:4]1[CH:9]=[CH:8][C:7]([C:10]2[CH:11]=[CH:12][C:13]3[S:19](=[O:21])(=[O:20])[CH2:18][CH2:17][C:16]([C:22]([O:24]C)=[O:23])=[CH:15][C:14]=3[CH:26]=2)=[CH:6][CH:5]=1)([CH3:3])[CH3:2].Cl>COCCOC>[CH:1]([C:4]1[CH:9]=[CH:8][C:7]([C:10]2[CH:11]=[CH:12][C:13]3[S:19](=[O:20])(=[O:21])[CH2:18][CH2:17][C:16]([C:22]([OH:24])=[O:23])=[CH:15][C:14]=3[CH:26]=2)=[CH:6][CH:5]=1)([CH3:3])[CH3:2]. Reported procedure: To a solution of methyl 7-(4-isopropylphenyl)-1,1-dioxo-2,3-dihydro-1-benzothiepine-4-carboxylate (600 mg) in 1,2-dimethoxyethane (20 ml) was added at room temperature 6N hydrochloric acid (10 ml), and the mixture was refluxed for 24 hours, cooled to room temperature and extracted with ethyl acetate. The organic layer was washed with saturated brine, dried with magnesium sulfate and concentrated under reduced pressure to give crystals, which were collected by filtration. The crystals were washed... The reactants are COC=1C=C2CC(C(C2=CC1OC)=O)=CC1=CC=NC=C1 (2,3-dihydro-5,6-dimethoxy-2-((pyridin-4-yl)methylene)inden-1-one). The reagents and catalysts are O=[Pt]=O (PtO2). Solvent: C(C)(=O)O (acetic acid). Conditions: temperature 80 celsius, time 6 hour. Product: COC=1C=C2CC(C(C2=CC1OC)=O)CC1=CC=NC=C1 (2,3-dihydro-5,6-dimethoxy-2-((pyridin-4-yl)methyl)inden-1-one). The yield is 34.8%. Reaction SMILES: [CH3:1][O:2][C:3]1[CH:4]=[C:5]2[C:9](=[CH:10][C:11]=1[O:12][CH3:13])[C:8](=[O:14])[C:7](=[CH:15][C:16]1[CH:21]=[CH:20][N:19]=[CH:18][CH:17]=1)[CH2:6]2>O=[Pt]=O.C(O)(=O)C>[CH3:1][O:2][C:3]1[CH:4]=[C:5]2[C:9](=[CH:10][C:11]=1[O:12][CH3:13])[C:8](=[O:14])[CH:7]([CH2:15][C:16]1[CH:21]=[CH:20][N:19]=[CH:18][CH:17]=1)[CH2:6]2. Procedure: 1.80 g of 2,3-dihydro-5,6-dimethoxy-2-((pyridin-4-yl)methylene)inden-1-one and 40 milligrams of PtO2 were added to 15 mL glacial acetic acid. The reaction mixture was stirred at 80° C., with H2 being supplied at 1 atmosphere for 6 hours. Solids were filtered off. The filtrate was concentrated. 30 mL of Na2CO3 aqueous solution were added thereto. The resulted mixture was extracted with of chloroform (5×20 mL). The extracts were combined, washed with brine, and dried over anhydrous MgSO4. The dryi... Reactants: Cl[SiH]1N(C=CN1C(C)(C)C)C(C)(C)C (2-chloro-1,3-di-tert-butyl-1,3-diaza-2-silacyclopent-4-ene), O1CCCC1.C(=C)[Mg]Cl (vinyl magnesium chloride tetrahydrofuran). The solvent is CCCCCC (hexane). Run at time 22 hour. Yields the product C(C)(C)(C)N1[SiH](N(C=C1)C(C)(C)C)C=C (1,3-di-tert-butyl-2-vinyl-1,3-diaza-2-silacyclopent-4-ene). Isolated yield 48.0%. As a reaction SMILES: Cl[SiH:2]1[N:6]([C:7]([CH3:10])([CH3:9])[CH3:8])[CH:5]=[CH:4][N:3]1[C:11]([CH3:14])([CH3:13])[CH3:12].O1CC[CH2:17][CH2:16]1.C([Mg]Cl)=C>CCCCCC>[C:11]([N:3]1[CH:4]=[CH:5][N:6]([C:7]([CH3:10])([CH3:9])[CH3:8])[SiH:2]1[CH:16]=[CH2:17])([CH3:14])([CH3:13])[CH3:12] |f:1.2|. Procedure details: In an argon atmosphere, 6.54 g (28.1 mmol) of Si(tBuNCHCHNtBu)(H)Cl was dissolved in 20 mL of hexane and after adding a vinyl magnesium chloride tetrahydrofuran solution (1.61 mol/L, 34.5 mL, 55.5 mmol), the resulting solution was stirred at room temperature for 22 hours. Insoluble matters produced were separated by filtration, and the solvent was removed by distillation from the filtrate under atmospheric pressure. The obtained residue was distilled under reduced pressure (distillation temperat... Product: NC=1C=CC(=NC1)OC1=CC=C(C=C1)C=CC(=O)OCC (ethyl 3-[4-(5-aminopyridin-2-yloxy)phenyl]acrylate). Reagents/catalysts: [Zn] (zinc). Reaction conditions: time 2.5 hour. Run in CO (methanol). Reaction SMILES: [N+:1]([C:4]1[CH:5]=[CH:6][C:7]([O:10][C:11]2[CH:16]=[CH:15][C:14]([CH:17]=[CH:18][C:19]([O:21][CH2:22][CH3:23])=[O:20])=[CH:13][CH:12]=2)=[N:8][CH:9]=1)([O-])=O.[Cl-].[NH4+].C(O)(=O)C>CO.[Zn]>[NH2:1][C:4]1[CH:5]=[CH:6][C:7]([O:10][C:11]2[CH:16]=[CH:15][C:14]([CH:17]=[CH:18][C:19]([O:21][CH2:22][CH3:23])=[O:20])=[CH:13][CH:12]=2)=[N:8][CH:9]=1 |f:1.2|. The reactants are [N+](=O)([O-])C=1C=CC(=NC1)OC1=CC=C(C=C1)C=CC(=O)OCC (ethyl 3-[4-(5-nitropyridin-2-yloxy)phenyl]acrylate), [Cl-].[NH4+] (ammonium chloride), C(C)(=O)O (acetic acid). Procedure: To a solution of ethyl 3-[4-(5-nitropyridin-2-yloxy)phenyl]acrylate (2.02 g, 6.43 mmol) in methanol (100 mL) were added zinc (6.3 g, 96.3 mmol) and ammonium chloride (710 mg, 13.27 mmol). The resulting reaction solution was stirred for 2.5 hours under reflux, then acetic acid (5 mL) was added, and stirred for 20 minutes under reflux. Insoluble matter was filtered off through Celite, after which the filtrate was concentrated under reduced pressure. To the residue was added 5% potassium hydrogensu... The reactants are O=C1CCC(=O)N1Br, CN(C)C=O, Cn1nc(C(F)(F)F)c(CSc2ncco2)c1OC(F)F, O. Product: Cn1nc(C(F)(F)F)c(CSc2ncc(Br)o2)c1OC(F)F. RXN SMILES: [Br:22][N:23]1[C:24](=[O:25])[CH2:26][CH2:27][C:28]1=[O:29].[CH3:31][N:32]([CH3:33])[CH:34]=[O:35].[F:1][CH:2]([O:3][c:4]1[c:5]([CH2:14][S:15][c:16]2[o:17][cH:18][cH:19][n:20]2)[c:6]([C:10]([F:11])([F:12])[F:13])[n:7][n:8]1[CH3:9])[F:21].[OH2:30]>>[F:1][CH:2]([O:3][c:4]1[c:5]([CH2:14][S:15][c:16]2[o:17][c:18]([Br:22])[cH:19][n:20]2)[c:6]([C:10]([F:11])([F:12])[F:13])[n:7][n:8]1[CH3:9])[F:21]. Starting materials: N([C@@H](CC(C)C)C(=O)O)C(=O)OC(C)(C)C (BocLeuOH), [H-].[Na+] (sodium hydride), CI (methyl iodide). The product is C(=O)(OC(C)(C)C)N([C@@H](CC(C)C)C(=O)O)C (BocMeLeuOH). Isolated yield 73.0%. Reaction SMILES: [NH:1]([C:10]([O:12][C:13]([CH3:16])([CH3:15])[CH3:14])=[O:11])[C@H:2]([C:7]([OH:9])=[O:8])[CH2:3][CH:4]([CH3:6])[CH3:5].[H-].[Na+].[CH3:19]I>>[C:10]([N:1]([CH3:19])[C@H:2]([C:7]([OH:9])=[O:8])[CH2:3][CH:4]([CH3:6])[CH3:5])([O:12][C:13]([CH3:14])([CH3:16])[CH3:15])=[O:11] |f:1.2|. Procedure details: Methylation of BocLeuOH (12.5 g.) using sodium hydride and methyl iodide gave BocMeLeuOH in 73% yield. Condensation of BocMeLeuOH (3.7 g.) and HMetNH2 hydrochloride salt (2.8 g.) by the mixed anhydride method using isobutyl chloroformate gave BocMeLeu-MetNH2 in 56% yield. De-t-butoxycarbonylation of BocMeLeu-MetNH2 (3.3 g.) using hydrogen chloride in ethyl acetate gave MeLeu-MetNH2 in 64% yield. The reactants are C(\C=C/C(=O)[O-])(=O)OCCCCCCCCCCCC (monododecyl maleate), [OH-].[Na+] (sodium hydroxide), O.O.C(C)(=O)[O-].[Zn+2].C(C)(=O)[O-] (zinc acetate dihydrate). The solvent is CC(=O)C (acetone). Run at temperature 50 celsius. Yields the product C(\C=C/C(=O)[O-])(=O)OCCCCCCCCCCCC.[Zn+2].C(CCCCCCCCCCC)OC(\C=C/C(=O)[O-])=O (Zinc Dodecyl Maleate). As a reaction SMILES: [C:1]([O:8][CH2:9][CH2:10][CH2:11][CH2:12][CH2:13][CH2:14][CH2:15][CH2:16][CH2:17][CH2:18][CH2:19][CH3:20])(=[O:7])/[CH:2]=[CH:3]\[C:4]([O-:6])=[O:5].[OH-].[Na+].O.O.C([O-])(=O)C.[Zn+2:29].C([O-])(=O)C>CC(C)=O>[C:1]([O:8][CH2:9][CH2:10][CH2:11][CH2:12][CH2:13][CH2:14][CH2:15][CH2:16][CH2:17][CH2:18][CH2:19][CH3:20])(=[O:7])/[CH:2]=[CH:3]\[C:4]([O-:6])=[O:5].[Zn+2:29].[CH2:9]([O:8][C:1](=[O:7])/[CH:2]=[CH:3]\[C:4]([O-:6])=[O:5])[CH2:10][CH2:11][CH2:12][CH2:13][CH2:14][CH2:15][CH2:16][CH2:17][CH2:18][CH2:19][CH3:20] |f:1.2,3.4.5.6.7,9.10.11|. Procedure details: To a 12 percent weight by volume (w/v) acetone suspension of the monododecyl maleate heated to 50° C. is added 1.0 molar equivalent sodium hydroxide as a 10 percent w/v aqueous solution. After the stirred suspension clears, 0.5 molar equivalent zinc acetate dihydrate as a saturated aqueous solution is added with stirring. The supernatant liquid is separated from the precipitated zinc dodecyl maleate.